This data is from the Open Reaction Database (ORD), a public repository of structured organic reaction records. The task is: describe an organic reaction: reactants, conditions, products, and yield RXN SMILES: [Al+3:18].[C:27]([O:28][CH2:29][CH3:30])(=[O:31])[CH3:32].[CH3:1][O:2][c:3]1[cH:4][c:5]([CH2:6][c:7]2[c:8]([SH:13])[cH:9][cH:10][cH:11][cH:12]2)[cH:14][cH:15][cH:16]1.[CH3:21][CH2:22][CH2:23][CH2:24][Li:25].[CH3:33][CH2:34][CH2:35][CH2:36][CH2:37][CH3:38].[Cl-:17].[Cl-:19].[Cl-:20].[OH2:26]>>[OH:2][c:3]1[cH:4][c:5]([CH2:6][c:7]2[c:8]([SH:13])[cH:9][cH:10][cH:11][cH:12]2)[cH:14][cH:15][cH:16]1. Product: Oc1cccc(Cc2ccccc2S)c1. Reactants: [Al+3], CCOC(C)=O, COc1cccc(Cc2ccccc2S)c1, [Li]CCCC, CCCCCC, [Cl-], [Cl-], [Cl-], O. The reactants are FC=1C=NN(C1)C1(CC1)C#N (1-(4-fluoro-1H-pyrazol-1-yl)cyclopropanecarbonitrile), C(C)O (ethanol), [Na] (Sodium), C(C)O (ethanol). Run at temperature 70 celsius, time 15 minute. Product: FC=1C=NN(C1)C1(CC1)C(OCC)=N (Ethyl 1-(4-fluoro-1H-pyrazol-1-yl)cyclopropanecarbimidate). As a reaction SMILES: [Na].[F:2][C:3]1[CH:4]=[N:5][N:6]([C:8]2([C:11]#[N:12])[CH2:10][CH2:9]2)[CH:7]=1.[CH2:13]([OH:15])[CH3:14]>>[F:2][C:3]1[CH:4]=[N:5][N:6]([C:8]2([C:11](=[NH:12])[O:15][CH2:13][CH3:14])[CH2:9][CH2:10]2)[CH:7]=1 |^1:0|. Procedure details: Sodium metal (47 mg, 1.98 mmol) was added to anhydrous ethanol (4 mL) at room temperature. The mixture was stirred for 15 min. A solution of 1-(4-fluoro-1H-pyrazol-1-yl)cyclopropanecarbonitrile (0.1 g, 0.66 mmol) in ethanol (2 mL) was added and the reaction mixture was heated to 70° C. for 90 min. The resulting solution was used without further purification. Yields the product Oc1ncc(Br)c2sc3ccc(Cl)cc3c12. Reactants: BrBr, CC(=O)O, Oc1nccc2sc3ccc(Cl)cc3c12, O. Reaction SMILES: [Br:16][Br:17].[C:19]([OH:20])(=[O:21])[CH3:22].[Cl:1][c:2]1[cH:3][cH:4][c:5]2[c:6]([cH:7]1)[c:8]1[c:9]([OH:15])[n:10][cH:11][cH:12][c:13]1[s:14]2.[OH2:18]>>[Cl:1][c:2]1[cH:3][cH:4][c:5]2[c:6]([cH:7]1)[c:8]1[c:9]([OH:15])[n:10][cH:11][c:12]([Br:16])[c:13]1[s:14]2. Starting materials: C(#N)[BH3-].[Na+] (sodium cyanoborohydride), CC(=O)C (Acetone), C(=O)(OCC1=CC=CC=C1)NN (carbobenzyloxyhydrazine). Run in C(C)O (ethanol), C(C)O (ethanol). Reaction conditions: time 1 hour. The product is C(=O)(OCC1=CC=CC=C1)NNC(C)C (N-Carbobenzyloxy-N'-isopropylhydrazine). The yield is 87.2%. RXN SMILES: [CH3:1][C:2]([CH3:4])=O.[C:5]([NH:15][NH2:16])([O:7][CH2:8][C:9]1[CH:14]=[CH:13][CH:12]=[CH:11][CH:10]=1)=[O:6].C([BH3-])#N.[Na+]>C(O)C>[C:5]([NH:15][NH:16][CH:2]([CH3:4])[CH3:1])([O:7][CH2:8][C:9]1[CH:14]=[CH:13][CH:12]=[CH:11][CH:10]=1)=[O:6] |f:2.3|. Reported procedure: Acetone (0.377 g; 0.477 ml; 6.50 mmol) was added to a solution of carbobenzyloxyhydrazine (1.00 g; 6.02 mmol) in absolute ethanol (6 ml). After one hour, the solution was concentrated to dryness and then ethanol (5 ml) and sodium cyanoborohydride (0.19 g; 3.0 mmol) were added. The mixture was stirred for 18 hours and then evaporated to a thick syrup. Hydrochloric acid (0.50 N; 5 ml) and ether (50 ml) were added and the two-phase mixture was stirred for one hour. The aqueous layer was neutralized... Reactants: ClC1=CC=C(CCNC(=O)C2=CC=C(OC3=C(C=C(C=C3)CC(=O)OCC)Br)C=C2)C=C1 (ethyl 2-(4-(4-((4-chlorophenethyl)carbamoyl)phenoxy)-3-bromophenyl)acetate), [I-].C1(=CC=CC=C1)[Zn+] (phenylzinc iodide). Reagents/catalysts: CC(C)([P](C(C)(C)C)([Pd][P](C(C)(C)C)(C(C)(C)C)C(C)(C)C)C(C)(C)C)C (bis(tri-t-butylphosphine)palladium). The solvent is C1CCOC1 (THF). Run at time 2 hour. The product is ClC1=CC=C(CCNC(=O)C2=CC=C(OC3=CC=C(C=C3C3=CC=CC=C3)CC(=O)OCC)C=C2)C=C1 (Ethyl 2-(6-(4-(4-chlorophenethylcarbamoyl)phenoxy)biphenyl-3-yl)acetate). Isolated yield 63.4%. As a reaction SMILES: [Cl:1][C:2]1[CH:32]=[CH:31][C:5]([CH2:6][CH2:7][NH:8][C:9]([C:11]2[CH:30]=[CH:29][C:14]([O:15][C:16]3[CH:21]=[CH:20][C:19]([CH2:22][C:23]([O:25][CH2:26][CH3:27])=[O:24])=[CH:18][C:17]=3Br)=[CH:13][CH:12]=2)=[O:10])=[CH:4][CH:3]=1.[I-].[C:34]1([Zn+])[CH:39]=[CH:38][CH:37]=[CH:36][CH:35]=1>C1COCC1.CC(C)([P](C(C)(C)C)([Pd][P](C(C)(C)C)(C(C)(C)C)C(C)(C)C)C(C)(C)C)C>[Cl:1][C:2]1[CH:32]=[CH:31][C:5]([CH2:6][CH2:7][NH:8][C:9]([C:11]2[CH:30]=[CH:29][C:14]([O:15][C:16]3[C:17]([C:34]4[CH:39]=[CH:38][CH:37]=[CH:36][CH:35]=4)=[CH:18][C:19]([CH2:22][C:23]([O:25][CH2:26][CH3:27])=[O:24])=[CH:20][CH:21]=3)=[CH:13][CH:12]=2)=[O:10])=[CH:4][CH:3]=1 |f:1.2,^1:48,54|. Procedure details: Ethyl 2-(4-(4-((4-chlorophenethyl)carbamoyl)phenoxy)-3-bromophenyl)acetate (Example 46 step C; 24 mg, 0.046 mmol) was diluted with THF (1 mL) followed by the addition of bis(tri-t-butylphosphine)palladium (0) (2.4 mg, 0.0046 mmol) and phenylzinc iodide (0.23 ml, 0.12 mmol). After stirring for 2 hours, the reaction was loaded directly onto a silica gel column and eluted with hexanes:ethyl acetate (3:1) to yield Ethyl 2-(6-(4-(4-chlorophenethylcarbamoyl)phenoxy)biphenyl-3-yl)acetate (15 mg, 63% yi... The reactants are N1(CCC2C1CNCC2)C(=O)OC(C)(C)C (tert-butyl octahydro-1H-pyrrolo[2,3-c]pyridine-1-carboxylate), C(=O)([O-])[O-].[K+].[K+] (K2CO3), BrCCCCl (1-bromo-3-chloropropane). Run in CC(=O)C (acetone), O (water). Yields the product C(C)(C)(C)OC(=O)N1CCC2C1CN(CC2)CCCCl (tert-butyl6-(3-chloropropyl)octahydro-1H-pyrrolo[2,3-c]pyridine-1-carboxylate). Isolated yield 75.0%. As a reaction SMILES: [N:1]1([C:10]([O:12][C:13]([CH3:16])([CH3:15])[CH3:14])=[O:11])[CH:5]2[CH2:6][NH:7][CH2:8][CH2:9][CH:4]2[CH2:3][CH2:2]1.C([O-])([O-])=O.[K+].[K+].Br[CH2:24][CH2:25][CH2:26][Cl:27]>CC(C)=O.O>[C:13]([O:12][C:10]([N:1]1[CH:5]2[CH2:6][N:7]([CH2:24][CH2:25][CH2:26][Cl:27])[CH2:8][CH2:9][CH:4]2[CH2:3][CH2:2]1)=[O:11])([CH3:16])([CH3:15])[CH3:14] |f:1.2.3|. Reported procedure: To a solution of tert-butyl octahydro-1H-pyrrolo[2,3-c]pyridine-1-carboxylate (1.21 g) in acetone (15 mL) was added K2CO3 (3.00 g) and 1-bromo-3-chloropropane (1.6 mL). The reaction mixture was heated to reflux for 7 h, diluted with water and extracted with EtOAc. The organic layer was dried over anhydrous Na2SO4 for 1 h and filtered. The filtrate was concentrated in vacuo and the residue was chromatographed with a silica gel column (eluting agent: 30:1 (v/v) CH2Cl2/MeOH) to afford the title com... Reactants: N([C@@H](C(C)C)C(=O)N1[C@H](C(=O)NCC(=O)N[C@@H](C(C)C)C(=O)NCC(=O)OC2=CC=C([N+](=O)[O-])C=C2)CCC1)C(=O)OC(C)(C)C (Boc-Val-Pro-Gly-Val-Gly-ONp), Amino acid, XI, ( j ), NCC(=O)O (Gly), FC(C(=O)O)(F)F (trifluoroacetic acid), N[C@@H](C(C)C)C(=O)O (Val). The product is N[C@@H](C(C)C)C(=O)N1[C@H](C(=O)NCC(=O)N[C@@H](C(C)C)C(=O)NCC(=O)OC2=CC=C([N+](=O)[O-])C=C2)CCC1.FC(F)(F)C(=O)O (H-Val-Pro-Gly-Val-Gly-ONp.TFA). RXN SMILES: [NH:1](C(OC(C)(C)C)=O)[C@H:2]([C:6]([N:8]1[CH2:39][CH2:38][CH2:37][C@H:9]1[C:10]([NH:12][CH2:13][C:14]([NH:16][C@H:17]([C:21]([NH:23][CH2:24][C:25]([O:27][C:28]1[CH:36]=[CH:35][C:31]([N+:32]([O-:34])=[O:33])=[CH:30][CH:29]=1)=[O:26])=[O:22])[CH:18]([CH3:20])[CH3:19])=[O:15])=[O:11])=[O:7])[CH:3]([CH3:5])[CH3:4].NCC(O)=O.N[C@H](C(O)=O)C(C)C.[F:60][C:61]([F:66])([F:65])[C:62]([OH:64])=[O:63]>>[NH2:1][C@H:2]([C:6]([N:8]1[CH2:39][CH2:38][CH2:37][C@H:9]1[C:10]([NH:12][CH2:13][C:14]([NH:16][C@H:17]([C:21]([NH:23][CH2:24][C:25]([O:27][C:28]1[CH:29]=[CH:30][C:31]([N+:32]([O-:34])=[O:33])=[CH:35][CH:36]=1)=[O:26])=[O:22])[CH:18]([CH3:20])[CH3:19])=[O:15])=[O:11])=[O:7])[CH:3]([CH3:4])[CH3:5].[F:60][C:61]([C:62]([OH:64])=[O:63])([F:66])[F:65] |f:4.5|. Procedure details: Boc-Val-Pro-Gly-Val-Gly-ONp (3.2 g, 4.93 mmol) prepared as described in Urry et al. (1975) J. Mol. Biol. 96, pp. 101-117, was dissolved in 99% trifluoroacetic acid (6 ml) and the mixture was treated in the same manner as described for the preparation of XI in part (j); yield 3.1 g (95%), m.p. 122-127° C., Rf1 0.13, Rf3 0.42. Calcd. for C27H37N6O10F3.1/2H2O: C, 48.29; H, 5.70; N, 12.51%. Found: C, 48.00; H, 5.86; N, 12.21%. Amino acid analysis: Pro, 1.00; Gly, 1.90; Val, 2.09. Reactants: C(C)(C)N1CCC(C2=CC(=C(C=C12)C)CNC1=CC=C(C(=O)OCC)C=C1)(C)C (Ethyl 4-[(1-isopropyl-4,4,7-trimethyl-1,2,3,4-tetrahydroquinolin-6-yl)methylamino]benzoate), C(C)(C)N1CCC(C2=CC(=C(C=C12)C)CNC1=CC=C(C(=O)OCC)C=C1)(C)C (Ethyl 4-[(1-isopropyl-4,4,7-trimethyl-1,2,3,4-tetrahydroquinolin-6-yl)methylamino]benzoate), [OH-].[K+] (KOH). The solvent is C(C)O (ethanol). Run at temperature 40 celsius, time 24 hour. Yields the product C(C)(C)N1CCC(C2=CC(=C(C=C12)C)CNC1=CC=C(C(=O)O)C=C1)(C)C (4-[(1-Isopropyl-4,4,7-trimethyl-1,2,3,4-tetrahydroquinolin-6-yl)methylamino]benzoic acid). Yield: 62.0%. Reaction SMILES: [CH:1]([N:4]1[C:13]2[C:8](=[CH:9][C:10]([CH2:15][NH:16][C:17]3[CH:27]=[CH:26][C:20]([C:21]([O:23]CC)=[O:22])=[CH:19][CH:18]=3)=[C:11]([CH3:14])[CH:12]=2)[C:7]([CH3:29])([CH3:28])[CH2:6][CH2:5]1)([CH3:3])[CH3:2].[OH-].[K+]>C(O)C>[CH:1]([N:4]1[C:13]2[C:8](=[CH:9][C:10]([CH2:15][NH:16][C:17]3[CH:18]=[CH:19][C:20]([C:21]([OH:23])=[O:22])=[CH:26][CH:27]=3)=[C:11]([CH3:14])[CH:12]=2)[C:7]([CH3:29])([CH3:28])[CH2:6][CH2:5]1)([CH3:3])[CH3:2] |f:1.2|. Procedure details: Ethyl 4-[(1-isopropyl-4,4,7-trimethyl-1,2,3,4-tetrahydroquinolin-6-yl)methylamino]benzoate (Compound 21, 43 mg, 0.11 mmol) was dissolved in ethanol (4.0 mL) and the solution treated with 1.8 M KOH (1.0 mL). The solution was heated to 40° C. and stirred for 24 hours. The solution was cooled and concentrated under reduced pressure. The residue was diluted with water, acidified with 10% HCl, and extracted with ether (2×). The combined organic layers were washed with brine, dried (MgSO4), filtered a... Reactants: C([O-])([O-])=O.[Cs+].[Cs+] (cesium carbonate), COC(C1=C(C(=C(C(=C1F)F)Br)F)F)=O (4-bromo-2,3,5,6-tetrafluoro-benzoic acid methyl ester), C1(=CC=CC=C1)B(O)O (phenyl boronic acid), tetrakis triphenyl, C1(=CC=CC=C1)C (toluene). The solvent is O (water). Yields the product COC(=O)C1=C(C(=C(C(=C1F)F)C1=CC=CC=C1)F)F (2,3,5,6-Tetrafluoro-biphenyl-4-carboxylic acid methyl ester). Isolated yield 88.6%. As a reaction SMILES: [C:1]1(C)[CH:6]=[CH:5][CH:4]=[CH:3][CH:2]=1.C(=O)([O-])[O-].[Cs+].[Cs+].[CH3:14][O:15][C:16](=[O:28])[C:17]1[C:22]([F:23])=[C:21]([F:24])[C:20](Br)=[C:19]([F:26])[C:18]=1[F:27].C1(B(O)O)C=CC=CC=1>O>[CH3:14][O:15][C:16]([C:17]1[C:22]([F:23])=[C:21]([F:24])[C:20]([C:1]2[CH:6]=[CH:5][CH:4]=[CH:3][CH:2]=2)=[C:19]([F:26])[C:18]=1[F:27])=[O:28] |f:1.2.3|. Reported procedure: A mixture of toluene (370 mL) and water (70 mL) was degassed with nitrogen for 30 minutes. A mixture of cesium carbonate (102.6 g, 315 mmol), 4-bromo-2,3,5,6-tetrafluoro-benzoic acid methyl ester (30.0 g, 105 mmol), phenyl boronic acid (19.26 g, 157 mmol) and tetrakis triphenyl phosphene palladium(0) (11.5 g, 9.9 mmol) were added to the above degassed water/toluene mixture. The reaction mixture was refluxed overnight. After the reaction is completed, it was cooled to room temperature and extract...